This data is from the Open Reaction Database (ORD), a public repository of structured organic reaction records. The task is: describe an organic reaction: reactants, conditions, products, and yield The reactants are CC1=C(SC=C1)S(=O)(=O)N (3-methyl-2-thiophenesulfonamide), Cl (HCl), [OH-].[Na+] (NaOH), ClC1=CC=C(C=C1)N=C=O (4-chlorophenyl isocyanate). The solvent is CC(=O)C (acetone). Yields the product CC1=C(SC=C1)S(=O)(=O)NC(=O)NC1=CC=C(C=C1)Cl (3-methyl-N-[[(4-chlorophenyl)amino]carbonyl]-2-thiophenesulfonamide). Yield: 57.1%. RXN SMILES: [CH3:1][C:2]1[CH:6]=[CH:5][S:4][C:3]=1[S:7]([NH2:10])(=[O:9])=[O:8].[OH-].[Na+].[Cl:13][C:14]1[CH:19]=[CH:18][C:17]([N:20]=[C:21]=[O:22])=[CH:16][CH:15]=1.Cl>CC(C)=O>[CH3:1][C:2]1[CH:6]=[CH:5][S:4][C:3]=1[S:7]([NH:10][C:21]([NH:20][C:17]1[CH:18]=[CH:19][C:14]([Cl:13])=[CH:15][CH:16]=1)=[O:22])(=[O:9])=[O:8] |f:1.2|. Procedure: The procedure of Example 4B was followed with the 3-methyl-2-thiophenesulfonamide (1.6 g, 9.0 mmole), 1N NaOH (9.0 ml), acetone (10 ml), 4-chlorophenyl isocyanate (1.4 g, 9.2 mmole), 1N HCl (9.5 ml) to provide the named product (1.7 g). The reactants are ice water, ClC1=C(C=NN1C1=C(C=C(C=C1)Cl)Cl)C(=O)OCC (5-chloro-1-(2,4-dichlorophenyl)-1H-pyrazole-4-carboxylic acid, ethyl ester), [C-]#N.[Li+] (lithium cyanide), [C-]#N.[Li+] (lithium cyanide). Product: C(#N)C1=C(C=NN1C1=C(C=C(C=C1)Cl)Cl)C(=O)OCC (5-cyano-1-(2,4-dichlorophenyl)-1H-pyrazole-4-carboxylic acid, ethyl ester). Reaction SMILES: Cl[C:2]1[N:6]([C:7]2[CH:12]=[CH:11][C:10]([Cl:13])=[CH:9][C:8]=2[Cl:14])[N:5]=[CH:4][C:3]=1[C:15]([O:17][CH2:18][CH3:19])=[O:16].[C-:20]#[N:21].[Li+]>CN(C=O)C>[C:20]([C:2]1[N:6]([C:7]2[CH:12]=[CH:11][C:10]([Cl:13])=[CH:9][C:8]=2[Cl:14])[N:5]=[CH:4][C:3]=1[C:15]([O:17][CH2:18][CH3:19])=[O:16])#[N:21] |f:1.2|. Isolated yield 60.4%. Procedure: A solution of 6.4 g of 5-chloro-1-(2,4-dichlorophenyl)-1H-pyrazole-4-carboxylic acid, ethyl ester and 2 g of lithium cyanide dissolved in 30 ml of DMF was reacted at approximately 110° C. for 23 hours. One additional gram of lithium cyanide was added to the reaction mixture which was heated for an additional 7 hours. The mixture was poured into ice water and the precipitated solid was collected by filtration and recrystallized from 3A alcohol (charcoal) to provide 3.75 g of 5-cyano-1-(2,4-dichlo... Run in CN(C)C=O (DMF). Reactants: CC(C(N)=S)C (2-methylpropanethioamide), ClC1=NC=CC(=N1)CC(=O)C=1C(=C(C=CC1)NC(OCC=C)=O)OC (2-propen-1-yl [3-[(2-chloro-4-pyrimidinyl)acetyl]-2-(methyloxy)phenyl]carbamate), C1CC(=O)N(C1=O)Br (NBS). Solvent: CS(=O)C (DMSO), C(Cl)Cl (DCM), CCOC(=O)C (EtOAc). Conditions: time 30 minute. The product is ClC1=NC=CC(=N1)C1=C(N=C(S1)C(C)C)C=1C(=C(C=CC1)NC(OCC=C)=O)OC (2-Propen-1-yl [3-[5-(2-chloro-4-pyrimidinyl)-2-(1-methylethyl)-1,3-thiazol-4-yl]-2-(methyloxy)phenyl]carbamate). Yield: 64.8%. RXN SMILES: [Cl:1][C:2]1[N:7]=[C:6]([CH2:8][C:9]([C:11]2[C:12]([O:24][CH3:25])=[C:13]([NH:17][C:18](=[O:23])[O:19][CH2:20][CH:21]=[CH2:22])[CH:14]=[CH:15][CH:16]=2)=O)[CH:5]=[CH:4][N:3]=1.C1C(=O)N(Br)C(=O)C1.[CH3:34][CH:35]([CH3:39])[C:36](=[S:38])[NH2:37]>C(Cl)Cl.CS(C)=O.CCOC(C)=O>[Cl:1][C:2]1[N:7]=[C:6]([C:8]2[S:38][C:36]([CH:35]([CH3:39])[CH3:34])=[N:37][C:9]=2[C:11]2[C:12]([O:24][CH3:25])=[C:13]([NH:17][C:18](=[O:23])[O:19][CH2:20][CH:21]=[CH2:22])[CH:14]=[CH:15][CH:16]=2)[CH:5]=[CH:4][N:3]=1. Reported procedure: To a solution of 2-propen-1-yl [3-[(2-chloro-4-pyrimidinyl)acetyl]-2-(methyloxy)phenyl]carbamate (15.4 g, 42 mmol) in DCM (150 mL), NBS (7.6 g, 42 mmol) was added and the solution was allowed to stir at rt for 30 min. The reaction mixture was then concentrated in vacuo and the resulting oil was diluted with DMSO (150 mL) and 2-methylpropanethioamide (6.6 g 63.8 mmol) was added at once. The reaction was complete after stirring 1 h at rt. The reaction mixture was diluted with EtOAc and organic lay... Reactants: [Sn](Cl)Cl (Tin (II) chloride), ClC=1C=C(C=C2C=NN(C12)C)[N+](=O)[O-] (7-chloro-1-methyl-5-nitro-1H-indazole). Run in C(C)O (ethanol). Conditions: temperature 100 celsius, time 0.5 hour. Yields the product ClC=1C=C(C=C2C=NN(C12)C)N (7-Chloro-1-methyl-1H-indazol-5-amine). The yield is 38.8%. As a reaction SMILES: [Sn](Cl)Cl.[Cl:4][C:5]1[CH:6]=[C:7]([N+:15]([O-])=O)[CH:8]=[C:9]2[C:13]=1[N:12]([CH3:14])[N:11]=[CH:10]2>C(O)C>[Cl:4][C:5]1[CH:6]=[C:7]([NH2:15])[CH:8]=[C:9]2[C:13]=1[N:12]([CH3:14])[N:11]=[CH:10]2. Procedure: Tin (II) chloride (50 mg) was added to a ethanol (2 ml) solution containing 7-chloro-1-methyl-5-nitro-1H-indazole (30 mg), followed by stirring at 100° C. for 0.5 hours. The solvent was distilled away under reduced pressure and the obtained residue was purified by silica gel chromatography (n-hexane:ethyl acetate=1:0 to 0:1). 7-Chloro-1-methyl-1H-indazol-5-amine (10 mg) was thus obtained. Starting materials: ClC=1C2=C(SC1)C(=CC=C2)CN(C)C\C=C\Cl ((E)-3-chloro-N-(3-chloro-2-propenyl)-N-methylbenzo[b]thiophene-7-methanamine), C1(=CC=CC=C1)P(C1=CC=CC=C1)C1=CC=CC=C1 (triphenylphosphine), C(CCC)N (n-butylamine), C(C)(C)(C)C#C (tert-butylacetylene). The reagents and catalysts are [Pd](Cl)Cl (palladium chloride), [Cu]I (copper (I) iodide). Run in C(C)(=O)OCC (ethyl acetate), O1CCCC1 (tetrahydrofuran). Run at time 24 hour. Yields the product Cl.ClC=1C2=C(SC1)C(=CC=C2)CN(C)C\C=C\C#CC(C)(C)C ((E)-3-Chloro-N-(6,6-dimethyl-2-hepten-4-ynyl)-N-methylbenzo[b]thiophene-7-methanamine hydrochloride). Yield: 70.0%. RXN SMILES: [Cl:1][C:2]1[C:3]2[CH:10]=[CH:9][CH:8]=[C:7]([CH2:11][N:12]([CH2:14]/[CH:15]=[CH:16]/Cl)[CH3:13])[C:4]=2[S:5][CH:6]=1.C1(P(C2C=CC=CC=2)C2C=CC=CC=2)C=CC=CC=1.C(N)CCC.[C:42]([C:46]#[CH:47])([CH3:45])([CH3:44])[CH3:43]>O1CCCC1.[Pd](Cl)Cl.[Cu]I.C(OCC)(=O)C>[ClH:1].[Cl:1][C:2]1[C:3]2[CH:10]=[CH:9][CH:8]=[C:7]([CH2:11][N:12]([CH2:14]/[CH:15]=[CH:16]/[C:47]#[C:46][C:42]([CH3:45])([CH3:44])[CH3:43])[CH3:13])[C:4]=2[S:5][CH:6]=1 |f:8.9|. Procedure details: To a solution of 0.86 g (3.0 mmol) of (E)-3-chloro-N-(3-chloro-2-propenyl)-N-methylbenzo[b]thiophene-7-methanamine in 5 ml of tetrahydrofuran were added 42.6 mg (0.16 mmol) of triphenylphosphine, 20.1 mg (0.11 mmol) of palladium chloride, 34.0 mg-(0.18 mmol) of copper (I) iodide, 0.6 ml (6.1 mmol) of n-butylamine and 0.5 ml (4.1 mmol) of tert-butylacetylene. The mixture was stirred for 24 hours at room temperature, poured into 40 ml of ethyl acetate. The organic layer was separated, washed with ... The reactants are CC(=O)[O-], CO, CN1CC(=O)c2c(ccn2CCCCCl)S1(=O)=O, Cl, NO, [Na+]. Yields the product CN1CC(=NO)c2c(ccn2CCCCCl)S1(=O)=O. As a reaction SMILES: [CH3:23][C:24](=[O:25])[O-:26].[CH3:27][OH:28].[Cl:1][CH2:2][CH2:3][CH2:4][CH2:5][n:6]1[cH:7][cH:8][c:9]2[c:10]1[C:11](=[O:18])[CH2:12][N:13]([CH3:17])[S:14]2(=[O:15])=[O:16].[ClH:19].[NH2:20][OH:21].[Na+:22]>>[Cl:1][CH2:2][CH2:3][CH2:4][CH2:5][n:6]1[cH:7][cH:8][c:9]2[c:10]1[C:11](=[N:20][OH:21])[CH2:12][N:13]([CH3:17])[S:14]2(=[O:15])=[O:16]. Reaction SMILES: [Br:1][C:2]1[CH:3]=[CH:4][C:5]([C:9]([OH:11])=[O:10])=[N:6][C:7]=1Cl.[CH3:12][CH:13]([CH3:16])[CH2:14][SH:15].C(=O)([O-])[O-].[Cs+].[Cs+]>CS(C)=O>[Br:1][C:2]1[CH:3]=[CH:4][C:5]([C:9]([OH:11])=[O:10])=[N:6][C:7]=1[S:15][CH2:14][CH:13]([CH3:16])[CH3:12] |f:2.3.4|. Conditions: temperature 150 celsius, time 1 day. Reported procedure: 5-Bromo-6-chloropicolinic acid (2 g, 8.46 mmol; CAN 959958-25-9), 2-methylpropane-1-thiol (915 mg, 1.1 mL, 10.2 mmol) and cesium carbonate (6.89 g, 21.1 mmol) were suspended in DMSO (100 mL). The reaction mixture was heated to 150° C. and stirred for 1 d and was poured onto ice-water/1N HCl (100 mL). The aqueous layer was extracted with EtOAc (2×250 mL). The combined extracts were washed with ice-water/brine (100 mL), dried over Na2SO4 and concentrated in vacuo to give the title compound (2.49 g... Product: BrC=1C=CC(=NC1SCC(C)C)C(=O)O (5-Bromo-6-(isobutylthio)picolinic acid). Run in CS(=O)C (DMSO). Isolated yield 101.4%. Starting materials: BrC=1C=CC(=NC1Cl)C(=O)O (5-Bromo-6-chloropicolinic acid), CC(CS)C (2-methylpropane-1-thiol), C([O-])([O-])=O.[Cs+].[Cs+] (cesium carbonate).